This data is from the Open Reaction Database (ORD), a public repository of structured organic reaction records. The task is: describe an organic reaction: reactants, conditions, products, and yield The reactants are N=1C=CN2C1CCCCC2 (6,7,8,9-tetrahydro-5H-imidazo[1,2-a]azepine), CC1(OC(CC(O1)=O)=O)C (2,2-dimethyl-1,3-dioxane-4,6-dione), FC1=CC=C(C=C1)N1CCNCC1 (1-(4-fluorophenyl)piperazine). The product is FC1=CC=C(C=C1)N1CCN(CC1)CCCC1=CN=C2N1CCCCC2 (3-(3-(4-(4-fluorophenyl)piperazin-1-yl)propyl)-6,7,8,9-tetrahydro-5H-imidazo[1,2-a]azepine). As a reaction SMILES: [N:1]1[CH:2]=[CH:3][N:4]2[CH2:10][CH2:9][CH2:8][CH2:7][CH2:6][C:5]=12.CC1(C)O[C:16](=O)[CH2:15][C:14](=O)O1.[F:21][C:22]1[CH:27]=[CH:26][C:25]([N:28]2[CH2:33][CH2:32][NH:31][CH2:30][CH2:29]2)=[CH:24][CH:23]=1>>[F:21][C:22]1[CH:23]=[CH:24][C:25]([N:28]2[CH2:33][CH2:32][N:31]([CH2:16][CH2:15][CH2:14][C:3]3[N:4]4[CH2:10][CH2:9][CH2:8][CH2:7][CH2:6][C:5]4=[N:1][CH:2]=3)[CH2:30][CH2:29]2)=[CH:26][CH:27]=1. Procedure details: By the same reaction and treatment as in Example 91 using 6,7,8,9-tetrahydro-5H-imidazo[1,2-a]azepine, 2,2-dimethyl-1,3-dioxane-4,6-dione and 1-(4-fluorophenyl)piperazine, 3-(3-(4-(4-fluorophenyl)piperazin-1-yl)propyl)-6,7,8,9-tetrahydro-5H-imidazo[1,2-a]azepine is obtained.